This data is from the Open Reaction Database (ORD), a public repository of structured organic reaction records. The task is: describe an organic reaction: reactants, conditions, products, and yield Reactants: COC1=CC=CC=2NC(=NC21)CCCN(CCC2(C1C=C(C(C2)CC1)C1=CC=CC=C1)O)C (rac-(1R*,2R*,4R*)-2-(2-{[3-(4-methoxy-1H-benzoimidazol-2-yl)-propyl]-methyl-amino}-ethyl)-5-phenyl-bicyclo[2.2.2]oct-5-en-2-ol), FC(CC(=O)Cl)(F)F (3,3,3-trifluoropropionyl chloride). Product: COC1=CC=CC=2NC(=NC21)CCCN(CC[C@]2([C@H]1C=C([C@@H](C2)CC1)C1=CC=CC=C1)OC(CC(F)(F)F)=O)C (rac-3,3,3-Trifluoro-propionic acid (1R*,2R*,4R*)-2-(2-{[3-(4-methoxy-1H-benzoimidazol-2-yl)-propyl]-methyl-amino}-ethyl)-5-phenyl-bicyclo[2.2.2]oct-5-en-2-yl ester). Reaction SMILES: [CH3:1][O:2][C:3]1[C:11]2[N:10]=[C:9]([CH2:12][CH2:13][CH2:14][N:15]([CH3:33])[CH2:16][CH2:17][C:18]3([OH:32])[CH2:23][CH:22]4[CH2:24][CH2:25][CH:19]3[CH:20]=[C:21]4[C:26]3[CH:31]=[CH:30][CH:29]=[CH:28][CH:27]=3)[NH:8][C:7]=2[CH:6]=[CH:5][CH:4]=1.[F:34][C:35]([F:41])([F:40])[CH2:36][C:37](Cl)=[O:38]>>[CH3:1][O:2][C:3]1[C:11]2[N:10]=[C:9]([CH2:12][CH2:13][CH2:14][N:15]([CH3:33])[CH2:16][CH2:17][C@:18]3([O:32][C:37](=[O:38])[CH2:36][C:35]([F:41])([F:40])[F:34])[CH2:23][C@H:22]4[CH2:24][CH2:25][C@@H:19]3[CH:20]=[C:21]4[C:26]3[CH:27]=[CH:28][CH:29]=[CH:30][CH:31]=3)[NH:8][C:7]=2[CH:6]=[CH:5][CH:4]=1. Procedure details: Prepared according to procedure P1.4 in Example 1A using rac-(1R*,2R*,4R*)-2-(2-{[3-(4-methoxy-1H-benzoimidazol-2-yl)-propyl]-methyl-amino}-ethyl)-5-phenyl-bicyclo[2.2.2]oct-5-en-2-ol and 3,3,3-trifluoropropionyl chloride. The reactants are C(C)(=O)C1=C(NC(=C1C)C1=CC=NC=C1)C1=CC=NC=C1 (3-acetyl-4-methyl-2,5-di(4-pyridyl)-1H-pyrrole), [H-].[Na+] (NaH), C(=O)(O)[O-].[Na+] (NaHCO3), COCCl (chloromethyl methyl ether). The solvent is CN(C)C=O (DMF). Reaction conditions: temperature 75 celsius, time 15 hour. The product is C(C)(=O)C1=C(N(C(=C1C)C1=CC=NC=C1)COC)C1=CC=NC=C1 (3-Acetyl-1-methoxymethyl-4-methyl-2,5-di(4-pyridyl)-1H-pyrrole). Yield: 8.6%. Reaction SMILES: [C:1]([C:4]1[C:8]([CH3:9])=[C:7]([C:10]2[CH:15]=[CH:14][N:13]=[CH:12][CH:11]=2)[NH:6][C:5]=1[C:16]1[CH:21]=[CH:20][N:19]=[CH:18][CH:17]=1)(=[O:3])[CH3:2].[H-].[Na+].[CH3:24][O:25][CH2:26]Cl.C([O-])(O)=O.[Na+]>CN(C=O)C>[C:1]([C:4]1[C:8]([CH3:9])=[C:7]([C:10]2[CH:11]=[CH:12][N:13]=[CH:14][CH:15]=2)[N:6]([CH2:24][O:25][CH3:26])[C:5]=1[C:16]1[CH:21]=[CH:20][N:19]=[CH:18][CH:17]=1)(=[O:3])[CH3:2] |f:1.2,4.5|. Procedure details: To a stirred solution of 3-acetyl-4-methyl-2,5-di(4-pyridyl)-1H-pyrrole (1.0 g, 3.6 mmol) in DMF (5 mL) was added NaH (60% oil dispersion; 0.29 g, 7.2 mmol) at room temperature. The mixture was heated at 70-80° C. for 30 minutes, and after cooling to 0° C., chloromethyl methyl ether (0.41 mL, 5.4 mmol) was added. The mixture was stirred for 15 hours, and saturated aqueous NaHCO3 (30 mL) was added to the reaction mixture. The whole was extracted with ethyl acetate (50 mL×3). Combined organic laye... The reactants are C(CCC)[Li] (n-butyllithium), BrC=1SC=CN1 (2-bromothiazole), C (CH4), C[Si](C)(C)Cl (trimethylsilyl chloride). Run in O1CCCC1 (tetrahydrofuran), O1CCCC1 (tetrahydrofuran). Conditions: temperature -90 celsius, time 30 minute. Yields the product C[Si](C=1SC=CN1)(C)C (2-(Trimethylsilyl)thiazole). As a reaction SMILES: C([Li])CCC.Br[C:7]1[S:8][CH:9]=[CH:10][N:11]=1.[CH3:12][Si:13](Cl)([CH3:15])[CH3:14].C>O1CCCC1>[CH3:12][Si:13]([CH3:15])([CH3:14])[C:7]1[S:8][CH:9]=[CH:10][N:11]=1. Procedure details: To a cooled solution (-98° C.) of n-butyllithium (2.5M in hexane, 5.39 mL, 13.4 mmol, 1.1 eq) in tetrahydrofuran (100 mL) under nitrogen was added a solution of 2-bromothiazole (2.00 g, 12.2 mmol) in tetrahydrofuran (30 mL). A suspension formed as the substrate was added. After stirring at -90° C. for 30 min, freshly distilled trimethylsilyl chloride (1.55 mL, 12.2 mmol, 1.0 eq) was added. The reaction was warmed to -30° C. over 1 h and quenched with saturated aqueous sodium bicarbonate (50 mL).... The reactants are CCOC(=O)C=P(c1ccccc1)(c1ccccc1)c1ccccc1, CCCCc1nc(=O)c2cc(C=O)ccc2[nH]1, CC#N. Yields the product CCCCc1nc(=O)c2cc(C=CC(=O)OCC)ccc2[nH]1. RXN SMILES: [C:18](=[O:19])([O:20][CH2:21][CH3:22])[CH:23]=[P:24]([c:25]1[cH:26][cH:27][cH:28][cH:29][cH:30]1)([c:31]1[cH:32][cH:33][cH:34][cH:35][cH:36]1)[c:37]1[cH:38][cH:39][cH:40][cH:41][cH:42]1.[CH2:1]([CH2:2][CH2:3][CH3:4])[c:5]1[nH:6][c:7]2[cH:8][cH:9][c:10]([CH:16]=[O:17])[cH:11][c:12]2[c:13](=[O:15])[n:14]1.[CH3:43][C:44]#[N:45]>>[CH2:1]([CH2:2][CH2:3][CH3:4])[c:5]1[nH:6][c:7]2[cH:8][cH:9][c:10]([CH:16]=[CH:23][C:18](=[O:19])[O:20][CH2:21][CH3:22])[cH:11][c:12]2[c:13](=[O:15])[n:14]1. The reactants are O=C1N(C(C=2NC(=NC2N1CCC)C12CCC(CC1)(CC2)C(=O)O)=O)CCC (4-(2,6-Dioxo-1,3-dipropyl-2,3,6,7-tetrahydro-1H-purin-8-yl)-bicyclo[2.2.2]octane-1-carboxylic acid), acid ( X ), B (Borane). Run in C1CCOC1 (THF), O1CCCC1 (tetrahydrofuran). Yields the product OCC12CCC(CC1)(CC2)C2=NC=1N(C(N(C(C1N2)=O)CCC)=O)CCC (8-(4-Hydroxymethylbicyclo[2.2.2]oct-1-yl)-1,3-dipropyl-3,7-dihydropurine-2,6dione). RXN SMILES: [O:1]=[C:2]1[N:10]([CH2:11][CH2:12][CH3:13])[C:9]2[N:8]=[C:7]([C:14]34[CH2:21][CH2:20][C:17]([C:22](O)=[O:23])([CH2:18][CH2:19]3)[CH2:16][CH2:15]4)[NH:6][C:5]=2[C:4](=[O:25])[N:3]1[CH2:26][CH2:27][CH3:28].B>C1COCC1>[OH:23][CH2:22][C:17]12[CH2:18][CH2:19][C:14]([C:7]3[NH:6][C:5]4[C:4](=[O:25])[N:3]([CH2:26][CH2:27][CH3:28])[C:2](=[O:1])[N:10]([CH2:11][CH2:12][CH3:13])[C:9]=4[N:8]=3)([CH2:21][CH2:20]1)[CH2:15][CH2:16]2. Procedure details: 4-(2,6-Dioxo-1,3-dipropyl-2,3,6,7-tetrahydro-1H-purin-8-yl)-bicyclo[2.2.2]octane-1-carboxylic acid (IX, Example 85a, 1 wt) and tetrahydrofuran (11 vol) are mixed under nitrogen. Borane.tetrahydrofuran complex (1 M) in THF (5.1 vol) is added at such a rate as to maintain the internal temperature between 10 to 20°. The mixture is stirred at 10 to 20° for 17 to 20 hours until all of the acid (X) is consumed (TLC; dichloromethane/methanol, 9/1, visualization UV then potassium permanganate). Methanol...